From a dataset of the Open Reaction Database (ORD), a public repository of structured organic reaction records. describe an organic reaction: reactants, conditions, products, and yield Yields the product Cn1ncc(C(=O)Nc2cccc(C(=O)c3ccc4c(c3)NC(=O)C4=CNc3ccc(CCN4CCCC4)cc3)c2)c1Cl. RXN SMILES: [CH2:31]1[O:32][CH2:33][CH2:34][CH2:35]1.[CH3:50][CH2:51][O:52][C:53]([CH3:54])=[O:55].[CH3:56][CH2:57][CH2:58][CH2:59][CH2:60][CH3:61].[N:36]1([CH2:41][CH2:42][c:43]2[cH:44][cH:45][c:46]([NH2:49])[cH:47][cH:48]2)[CH2:37][CH2:38][CH2:39][CH2:40]1.[OH:1][CH:2]=[C:3]1[C:4](=[O:30])[NH:5][c:6]2[cH:7][c:8]([C:12](=[O:13])[c:14]3[cH:15][c:16]([NH:20][C:21](=[O:22])[c:23]4[cH:24][n:25][n:26]([CH3:29])[c:27]4[Cl:28])[cH:17][cH:18][cH:19]3)[cH:9][cH:10][c:11]21>>[CH:2](=[C:3]1[C:4](=[O:30])[NH:5][c:6]2[cH:7][c:8]([C:12](=[O:13])[c:14]3[cH:15][c:16]([NH:20][C:21](=[O:22])[c:23]4[cH:24][n:25][n:26]([CH3:29])[c:27]4[Cl:28])[cH:17][cH:18][cH:19]3)[cH:9][cH:10][c:11]21)[NH:49][c:46]1[cH:45][cH:44][c:43]([CH2:42][CH2:41][N:36]2[CH2:37][CH2:38][CH2:39][CH2:40]2)[cH:48][cH:47]1. Starting materials: C1CCOC1, CCOC(C)=O, CCCCCC, Nc1ccc(CCN2CCCC2)cc1, Cn1ncc(C(=O)Nc2cccc(C(=O)c3ccc4c(c3)NC(=O)C4=CO)c2)c1Cl. Starting materials: CCCN=C=O, COc1cc2nccc(Oc3ccc(N)cc3)c2cc1OC, CN(C)C=O, O. Yields the product CCCNC(=O)Nc1ccc(Oc2ccnc3cc(OC)c(OC)cc23)cc1. RXN SMILES: [CH2:23]([CH2:24][CH3:25])[N:26]=[C:27]=[O:28].[CH3:1][O:2][c:3]1[cH:4][c:5]2[c:6]([O:15][c:16]3[cH:17][cH:18][c:19]([NH2:22])[cH:20][cH:21]3)[cH:7][cH:8][n:9][c:10]2[cH:11][c:12]1[O:13][CH3:14].[CH3:30][N:31]([CH3:32])[CH:33]=[O:34].[OH2:29]>>[CH3:1][O:2][c:3]1[cH:4][c:5]2[c:6]([O:15][c:16]3[cH:17][cH:18][c:19]([NH:22][C:27]([NH:26][CH2:23][CH2:24][CH3:25])=[O:28])[cH:20][cH:21]3)[cH:7][cH:8][n:9][c:10]2[cH:11][c:12]1[O:13][CH3:14]. Reactants: O1CCN(CC1)C1=NC=C(C=C1N1N=CC=C1)[N+](=O)[O-] (2-morpholino-5-nitro-3-(1H-pyrazol-1-yl)pyridine). The reagents and catalysts are [Pd] (Pd/C). Solvent: CO (methanol). Product: O1CCN(CC1)C1=C(C=C(C=N1)N)N1N=CC=C1 (6-morpholino-5-(1H-pyrazol-1-yl)pyridin-3-amine). Yield: 94.0%. Reaction SMILES: [O:1]1[CH2:6][CH2:5][N:4]([C:7]2[C:12]([N:13]3[CH:17]=[CH:16][CH:15]=[N:14]3)=[CH:11][C:10]([N+:18]([O-])=O)=[CH:9][N:8]=2)[CH2:3][CH2:2]1>[Pd].CO>[O:1]1[CH2:6][CH2:5][N:4]([C:7]2[N:8]=[CH:9][C:10]([NH2:18])=[CH:11][C:12]=2[N:13]2[CH:17]=[CH:16][CH:15]=[N:14]2)[CH2:3][CH2:2]1. Reported procedure: A methanol (5 ml) solution containing 2-morpholino-5-nitro-3-(1H-pyrazol-1-yl)pyridine (37 mg) was prepared and was subjected to a hydrogenation reaction (room temperature; 1 bar; flow rate: 1 ml/min; 10% Pd/C) using H-cube™. Then, the solvent was distilled away under reduced pressure, and a white solid of 6-morpholino-5-(1H-pyrazol-1-yl)pyridin-3-amine (31 mg) was thus obtained. The reactants are O[C@H]1C(N(C2=C(S[C@H]1C1=CC=C(C=C1)OC)C1=CC=CC=C1C=C2)CCN(C)C)=O ((±)-cis-2,3-dihydro-3-hydroxy-2-(4-methoxyphenyl)-5-[2-(dimethylamino)ethyl]naphtho[1,2-b]-1,4-thiazepin-4(5H)-one), C1(CC1)C(=O)Cl (cyclopropanecarboxylic acid chloride). Solvent: N1=CC=CC=C1 (pyridine). Reaction conditions: time 17 hour. Product: C1(CC1)C(=O)O[C@H]1C(N(C2=C(S[C@H]1C1=CC=C(C=C1)OC)C1=CC=CC=C1C=C2)CCN(C)C)=O ((±)-cis-3-[(cyclopropylcarbonyl)oxy]-2,3-dihydro-5-[2-(dimethylamino)ethyl]-2-(4-methoxyphenyl)naphtho[1,2-b]-1,4-thiazepin-4(5H)-one). Yield: 99.0%. Reaction SMILES: [OH:1][C@@H:2]1[C@H:8]([C:9]2[CH:14]=[CH:13][C:12]([O:15][CH3:16])=[CH:11][CH:10]=2)[S:7][C:6]2[C:17]3[C:22]([CH:23]=[CH:24][C:5]=2[N:4]([CH2:25][CH2:26][N:27]([CH3:29])[CH3:28])[C:3]1=[O:30])=[CH:21][CH:20]=[CH:19][CH:18]=3.[CH:31]1([C:34](Cl)=[O:35])[CH2:33][CH2:32]1>N1C=CC=CC=1>[CH:31]1([C:34]([O:1][C@@H:2]2[C@H:8]([C:9]3[CH:10]=[CH:11][C:12]([O:15][CH3:16])=[CH:13][CH:14]=3)[S:7][C:6]3[C:17]4[C:22]([CH:23]=[CH:24][C:5]=3[N:4]([CH2:25][CH2:26][N:27]([CH3:29])[CH3:28])[C:3]2=[O:30])=[CH:21][CH:20]=[CH:19][CH:18]=4)=[O:35])[CH2:33][CH2:32]1. Procedure details: To a solution of 2.0 g of (±)-cis-2,3-dihydro-3-hydroxy-2-(4-methoxyphenyl)-5-[2-(dimethylamino)ethyl]naphtho[1,2-b]-1,4-thiazepin-4(5H)-one in 25 mL pyridine was added dropwise at ice-bath temperature 0.9 g of cyclopropanecarboxylic acid chloride and the solution was kept at this temperature for 17 hours. The mixture was concentrated and the residue, in water, was made basic with concentrated ammonium hydroxide. The aqueous suspension was extracted with ethyl acetate (3×60 mL). The combined eth... The reactants are ClC1=NN=C(C2=CC=CC=C12)C1=NC=C(C=C1)Cl (1-chloro-4-(5-chloropyridin-2-yl)phthalazine), C[Si](C1=CC2=NC=CC(=C2O1)SC1=CC=C(C=C1)N)(C)C (4-(2-(trimethylsilyl)furo[3,2-b]pyridin-7-ylthio)benzenamine), CCCC[N+](CCCC)(CCCC)CCCC.[F-] (TBAF). As a reaction SMILES: Cl[C:2]1[C:11]2[C:6](=[CH:7][CH:8]=[CH:9][CH:10]=2)[C:5]([C:12]2[CH:17]=[CH:16][C:15]([Cl:18])=[CH:14][N:13]=2)=[N:4][N:3]=1.C[Si](C)(C)[C:21]1[O:29][C:28]2[C:23](=[N:24][CH:25]=[CH:26][C:27]=2[S:30][C:31]2[CH:36]=[CH:35][C:34]([NH2:37])=[CH:33][CH:32]=2)[CH:22]=1.CCCC[N+](CCCC)(CCCC)CCCC.[F-]>CC(O)CC>[Cl:18][C:15]1[CH:16]=[CH:17][C:12]([C:5]2[C:6]3[C:11](=[CH:10][CH:9]=[CH:8][CH:7]=3)[C:2]([NH:37][C:34]3[CH:33]=[CH:32][C:31]([S:30][C:27]4[CH:26]=[CH:25][N:24]=[C:23]5[CH:22]=[CH:21][O:29][C:28]=45)=[CH:36][CH:35]=3)=[N:3][N:4]=2)=[N:13][CH:14]=1 |f:2.3|. Conditions: temperature 100 celsius, time 2 hour. The solvent is CC(CC)O (2-butanol). Yields the product ClC=1C=CC(=NC1)C1=NN=C(C2=CC=CC=C12)NC1=CC=C(C=C1)SC1=C2C(=NC=C1)C=CO2 (4-(5-chloropyridin-2-yl)-N-(4-(furo[3,2-b]pyridin-7-ylthio)phenyl)phthalazin-1-amine). Procedure details: A resealable tube was charged with 1-chloro-4-(5-chloropyridin-2-yl)phthalazine (0.095 g, 0.34 mmol), 4-(2-(trimethylsilyl)furo[3,2-b]pyridin-7-ylthio)benzenamine (0.090 g, 0.29 mmol) and 2-butanol (3.0 mL). The system was flushed with argon, and the tube was sealed. The mixture stirred at 100° C. for 2 h. LC-MS showed starting aniline and hydrolyzed phthalazine, so 90 mg of chlorophthalazine was added and the reaction was stirred for 1 h at 100° C. The reaction was concentrated, re-dissolved in... The reactants are COC(CC=1NC2=CC=CC(=C2C(C1)=O)OC)=O (4-oxo-5-methoxy-1,4-dihydroquinoline-2-acetic acid methyl ester), S(=O)(=O)(OC)OC (dimethyl sulphate). Solvent: [OH-].[Na+] (sodium hydroxide), CO (methanol). The product is CN1C(=CC(C2=C(C=CC=C12)OC)=O)CC(=O)O (1-methyl-4-oxo-5-methoxy-1,4-dihydroquinoline-2-acetic acid). RXN SMILES: C[O:2][C:3](=[O:18])[CH2:4][C:5]1[NH:6][C:7]2[C:12]([C:13](=[O:15])[CH:14]=1)=[C:11]([O:16][CH3:17])[CH:10]=[CH:9][CH:8]=2.S(OC)(O[CH3:23])(=O)=O>[OH-].[Na+].CO>[CH3:23][N:6]1[C:7]2[C:12](=[C:11]([O:16][CH3:17])[CH:10]=[CH:9][CH:8]=2)[C:13](=[O:15])[CH:14]=[C:5]1[CH2:4][C:3]([OH:2])=[O:18] |f:2.3|. Procedure details: The starting material can be obtained by condensation of 3-amino-4-chloroanisole with acetonedicarboxylic acid dimethyl ester to give 4-oxo-5-methoxy-8-chloro-1,4-dihydro-quinoline-2-acetic acid methyl ester, hydrogenation on 5% Pd-on-charcoal in dioxan at 6 atmospheres and 60° to give 4-oxo-5-methoxy-1,4-dihydroquinoline-2-acetic acid methyl ester, reaction with dimethyl sulphate in sodium hydroxide solution to give 1-methyl-4-oxo-5-methoxy-1,4-dihydroquinoline-2-acetic acid, hydrogenation on P... Run in O (water). Reported procedure: 29 Grams of 4-chloro-3-diethylsulfamoyl-benzoic acid were heated with 30 g of N-methylpiperazine for 4 hours at 140° C. Subsequently the reaction solution, which had cooled down to 80° C., was introduced into 0.4 l of water, and the solution was neutralized with 5N HCl. As soon as the precipitate, which was amorphous at first, became crystallized, it was suction-filtered and recrystallized from methanol. The reactants are ClC1=C(C=C(C(=O)O)C=C1)S(N(CC)CC)(=O)=O (4-chloro-3-diethylsulfamoyl-benzoic acid), CN1CCNCC1 (N-methylpiperazine), Cl (HCl). RXN SMILES: Cl[C:2]1[CH:10]=[CH:9][C:5]([C:6]([OH:8])=[O:7])=[CH:4][C:3]=1[S:11](=[O:18])(=[O:17])[N:12]([CH2:15][CH3:16])[CH2:13][CH3:14].[CH3:19][N:20]1[CH2:25][CH2:24][NH:23][CH2:22][CH2:21]1.Cl>O>[CH2:13]([N:12]([CH2:15][CH3:16])[S:11]([C:3]1[CH:4]=[C:5]([CH:9]=[CH:10][C:2]=1[N:23]1[CH2:24][CH2:25][N:20]([CH3:19])[CH2:21][CH2:22]1)[C:6]([OH:8])=[O:7])(=[O:18])=[O:17])[CH3:14]. Yields the product C(C)N(S(=O)(=O)C=1C=C(C(=O)O)C=CC1N1CCN(CC1)C)CC (3-Diethylsulfamoyl-4-(4-methylpiperazine-1-yl)-benzoic acid). Conditions: temperature 80 celsius. Reactants: Cl (HCl), ClC=1C=C(C=CC1)C(=O)OO (3-Chlorobenzenecarboperoxoic acid), ClC1=CC=C(C=C1)SC1=C(N(C2=CC=C(C=C12)F)CC(=O)O)C (3-[(4-chlorophenyl)thio]-5-fluoro-2-methyl-1H-indole-1-acetic acid), S(=S)(=O)([O-])[O-].[Na+].[Na+] (sodium thiosulphate). The solvent is C(C)(=O)OCC (ethyl acetate), C(C)#N (acetonitrile). Run at time 3 hour. Yields the product [NH4+].ClC1=CC=C(C=C1)S(=O)(=O)C1=C(N(C2=CC=C(C=C12)F)CC(=O)[O-])C (3-[(4-chlorophenyl)sulfonyl]-5-fluoro-2-methyl-1H-indole-1-acetic acid, ammonium salt). Reaction SMILES: [Cl:1][C:2]1[CH:3]=[C:4](C(OO)=O)[CH:5]=[CH:6][CH:7]=1.ClC1C=CC(S[C:20]2[C:28]3[C:23](=[CH:24][CH:25]=[C:26]([F:29])[CH:27]=3)[N:22]([CH2:30][C:31]([OH:33])=[O:32])[C:21]=2[CH3:34])=CC=1.[S:35]([O-:39])([O-])(=[O:37])=S.[Na+].[Na+].Cl>C(#N)C.C(OCC)(=O)C>[NH4+:22].[Cl:1][C:2]1[CH:3]=[CH:4][C:5]([S:35]([C:20]2[C:28]3[C:23](=[CH:24][CH:25]=[C:26]([F:29])[CH:27]=3)[N:22]([CH2:30][C:31]([O-:33])=[O:32])[C:21]=2[CH3:34])(=[O:39])=[O:37])=[CH:6][CH:7]=1 |f:2.3.4,8.9|. Procedure: 3-Chlorobenzenecarboperoxoic acid (0.4 g) was added to a solution of the product from step c) (0.19 g) in acetonitrile (4 ml). The reaction was stirred for 3 h, 1M aqueous sodium thiosulphate (5 ml) was added and stirred for a further 15 min, 10% aqueous HCl and ethyl acetate were added and the organic phase separated. The aqueous phase was re-extracted with ethyl acetate and the combined organic solution washed with brine, dried and concentrated to a solid which was purified by reverse phase ch... The reactants are NC1=NC=2CCCCC2C(=N1)O (2-amino-5,6,7,8-tetrahydroquinazoline-4-ol), P(=O)(Cl)(Cl)Cl (phosphorus oxychloride). Run in C1(=CC=CC=C1)C (toluene). Reaction conditions: time 1 hour. Product: ClC1=NC(=NC=2CCCCC12)N (4-Chloro-5,6,7,8-tetrahydroquinazoline-2-ylamine). Isolated yield 60.8%. As a reaction SMILES: [NH2:1][C:2]1[N:11]=[C:10](O)[C:9]2[CH2:8][CH2:7][CH2:6][CH2:5][C:4]=2[N:3]=1.P(Cl)(Cl)([Cl:15])=O>C1(C)C=CC=CC=1>[Cl:15][C:10]1[C:9]2[CH2:8][CH2:7][CH2:6][CH2:5][C:4]=2[N:3]=[C:2]([NH2:1])[N:11]=1. Procedure: To a suspension of 2-amino-5,6,7,8-tetrahydroquinazoline-4-ol (20.0 g, 121 mmol) in toluene (150 ml) was dropped phosphorus oxychloride (55.7 g, 363 mmol) at 90° C. The mixture was stirred for 1 hour and the solvent was removed in vacuo. The residue was poured into 28% aqueous ammonia solution at 0° C. The solid was filtered and purified by silica gel column chromatography (3% MeOH/CHCl3) to give the object compound (13.5 g, 60%).